From a dataset of the Open Reaction Database (ORD), a public repository of structured organic reaction records. describe an organic reaction: reactants, conditions, products, and yield Reactants: OCc1cc2cc(Br)ccc2o1, CN1CCCC1=O, N#C[Cu], NCCN, O. Product: N#Cc1ccc2oc(CO)cc2c1. As a reaction SMILES: [Br:1][c:2]1[cH:3][cH:4][c:5]2[c:6]([cH:7][c:8]([CH2:10][OH:11])[o:9]2)[cH:12]1.[CH3:16][N:17]1[CH2:18][CH2:19][CH2:20][C:21]1=[O:22].[Cu:13][C:14]#[N:15].[NH2:23][CH2:24][CH2:25][NH2:26].[OH2:27]>>[c:2]1([C:14]#[N:15])[cH:3][cH:4][c:5]2[c:6]([cH:7][c:8]([CH2:10][OH:11])[o:9]2)[cH:12]1. Starting materials: BrC1=C(C=C(C2=CC=CC=C12)OCCCCC)C(=O)O (1-Bromo-4-pentyloxynaphthalene-2-carboxylic acid), O1CCCC1 (tetrahydrofuran), CCCCCC (hexane), C(CCC)[Li] (n-butyllithium). Run in [Cl-].[Na+].O (brine), O (Water). Run at temperature -78 celsius, time 1 hour. Product: C(CCCC)OC1=CC(=CC2=CC=CC=C12)C(=O)O (4-pentyloxynaphthalene-2-carboxylic acid). Isolated yield 48.7%. As a reaction SMILES: Br[C:2]1[C:11]2[C:6](=[CH:7][CH:8]=[CH:9][CH:10]=2)[C:5]([O:12][CH2:13][CH2:14][CH2:15][CH2:16][CH3:17])=[CH:4][C:3]=1[C:18]([OH:20])=[O:19].O1CCCC1.CCCCCC.C([Li])CCC>[Cl-].[Na+].O.O>[CH2:13]([O:12][C:5]1[C:6]2[C:11](=[CH:10][CH:9]=[CH:8][CH:7]=2)[CH:2]=[C:3]([C:18]([OH:20])=[O:19])[CH:4]=1)[CH2:14][CH2:15][CH2:16][CH3:17] |f:4.5.6|. Procedure details: 1-Bromo-4-pentyloxynaphthalene-2-carboxylic acid (400 mg, 1.19 mmol) and tetrahydrofuran (THF, 3 ml) were mixed in a reaction vessel replaced with argon, and this solution was cooled to -78° C. A hexane solution (1.6M, 1.63 ml) of n-butyllithium (2.61 mmol) was added, and the mixture was stirred for 1 hour. Water (0.5 ml) and saturated brine (2 ml) were added, and the aqueous layer was extracted 4 times with ethyl acetate (5 ml). The organic layers were combined and dried over anhydrous magnesiu...